The task is: describe an organic reaction: reactants, conditions, products, and yield. This data is from the Open Reaction Database (ORD), a public repository of structured organic reaction records. Starting materials: FC(COC1=C(C=CC(=C1)N1CCOCC1)CC(=O)OC)(F)F (methyl 2-(2,2,2-trifluoro-ethoxy)-4-(4-morpholinyl)phenylacetate), O (water), O[Li].O (LiOH.H2O), Cl (HCl). Run in C1CCOC1 (THF). Run at time 14 hour. Yields the product FC(COC1=C(C=CC(=C1)N1CCOCC1)CC(=O)O)(F)F (2-(2,2,2-Trifluoroethoxy)-4-(4-morpholinyl)phenylacetic acid). RXN SMILES: [F:1][C:2]([F:23])([F:22])[CH2:3][O:4][C:5]1[CH:10]=[C:9]([N:11]2[CH2:16][CH2:15][O:14][CH2:13][CH2:12]2)[CH:8]=[CH:7][C:6]=1[CH2:17][C:18]([O:20]C)=[O:19].O.O[Li].O.Cl>C1COCC1>[F:23][C:2]([F:1])([F:22])[CH2:3][O:4][C:5]1[CH:10]=[C:9]([N:11]2[CH2:12][CH2:13][O:14][CH2:15][CH2:16]2)[CH:8]=[CH:7][C:6]=1[CH2:17][C:18]([OH:20])=[O:19] |f:2.3|. Reported procedure: To a stirred solution of methyl 2-(2,2,2-trifluoroethoxy)-4-(4-morpholinyl)phenylacetate (0.22 g, 0.67 mmol) from Step 2 above in THF (2 mL) and water (0.5 mL) was added LiOH.H2O (0.056 g, 1.3 mmol). The mixture was stirred at ambient temperature for 14 h. The solution was adjusted to pH 3 by the addition of 5 N aqueous HCl and the solvents were removed under reduced pressure and the residue was purified by pressurized silica gel column chromatography using a gradient elution of 0-50% MeOH:CH2Cl...